From a dataset of the Open Reaction Database (ORD), a public repository of structured organic reaction records. describe an organic reaction: reactants, conditions, products, and yield Starting materials: N1=CC=C(C=C1)C=1SC(=C(C1C=O)C)C1=CC=NC=C1 (2,5-di(4-pyridyl)-4-methylthiophene-3-carbaldehyde), [BH4-].[Na+] (sodium borohydride), P(=O)([O-])([O-])[O-] (Phosphate). Solvent: CO (methanol), CO (MeOH). Conditions: time 30 minute. The product is OCC1=C(SC(=C1C)C1=CC=NC=C1)C1=CC=NC=C1 (3-Hydroxymethyl-2,5-di(4-pyridyl)-4-methylthiophene). Isolated yield 116.4%. As a reaction SMILES: [N:1]1[CH:6]=[CH:5][C:4]([C:7]2[S:8][C:9]([C:15]3[CH:20]=[CH:19][N:18]=[CH:17][CH:16]=3)=[C:10]([CH3:14])[C:11]=2[CH:12]=[O:13])=[CH:3][CH:2]=1.[BH4-].[Na+].P([O-])([O-])([O-])=O>CO>[OH:13][CH2:12][C:11]1[C:10]([CH3:14])=[C:9]([C:15]2[CH:20]=[CH:19][N:18]=[CH:17][CH:16]=2)[S:8][C:7]=1[C:4]1[CH:5]=[CH:6][N:1]=[CH:2][CH:3]=1 |f:1.2|. Procedure details: To a stirred solution of 2,5-di(4-pyridyl)-4-methylthiophene-3-carbaldehyde (0.145 g) in methanol (10 mL) was added sodium borohydride (0.11 g) at 0° C. The mixture was stirred at room temperature for 30 minutes. Phosphate buffer was added to the reaction mixture and MeOH was removed by evaporation. The residue was extracted with ethyl acetate (30 mL×2). The combined organic layers were washed with brine, dried over MgSO4, and concentrated in vacuo. The resulting residue was purified by flash ch... Starting materials: BrCC(=O)OC (methyl bromoacetate), C1(CCCCC1)NC1CCCCC1 (N,N-dicyclohexylamine). The solvent is C1=CC=CC=C1 (benzene). The product is C1(CCCCC1)N(CC(=O)OC)C1CCCCC1 (Methyl N,N-dicyclohexylglycinate). The yield is 100.0%. Reaction SMILES: Br[CH2:2][C:3]([O:5][CH3:6])=[O:4].[CH:7]1([NH:13][CH:14]2[CH2:19][CH2:18][CH2:17][CH2:16][CH2:15]2)[CH2:12][CH2:11][CH2:10][CH2:9][CH2:8]1>C1C=CC=CC=1>[CH:14]1([N:13]([CH:7]2[CH2:8][CH2:9][CH2:10][CH2:11][CH2:12]2)[CH2:2][C:3]([O:5][CH3:6])=[O:4])[CH2:15][CH2:16][CH2:17][CH2:18][CH2:19]1. Procedure: 3.06 g (20 mmole) of methyl bromoacetate were added, whilst ice-cooling, to a solution of 7.25 g (40 mmole) of N,N-dicyclohexylamine in 50 ml of dry benzene, and the mixture was heated under reflux for 9 hours. At the end of this time, the reaction mixture was cooled, the precipitated materials were removed by filtration, and the filtrate was concentrated by evaporation under reduced pressure, to afford 5.07 g of the title compound as an oily substance. Reactants: C(C)(C)C(C(=O)O)C1=CC=C(C=C1)Cl (α-Isopropyl-4-chlorophenylacetic acid), [OH-].[K+] (potassium hydroxide). Run in C(C)O (ethanol), O (water). Product: C(C)(C)C(C(=O)[O-])C1=CC=C(C=C1)Cl.[K+] (potassium α-isopropyl-4-chlorophenylacetate). As a reaction SMILES: [CH:1]([CH:4]([C:8]1[CH:13]=[CH:12][C:11]([Cl:14])=[CH:10][CH:9]=1)[C:5]([OH:7])=[O:6])([CH3:3])[CH3:2].[OH-].[K+:16]>C(O)C.O>[CH:1]([CH:4]([C:8]1[CH:13]=[CH:12][C:11]([Cl:14])=[CH:10][CH:9]=1)[C:5]([O-:7])=[O:6])([CH3:3])[CH3:2].[K+:16] |f:1.2,5.6|. Reported procedure: α-Isopropyl-4-chlorophenylacetic acid (1.3 g) was dissolved in ethanol (10 ml) and a solution of potassium hydroxide (0.34 g) in water (5 ml) was added to the ethanolic solution. The solvents were then removed by distillation under reduced pressure to give anhydrous potassium α-isopropyl-4-chlorophenylacetate. Reactants: C(C1=CC=CC=C1)OC1=C(C=CC(=C1)I)N1CC(N(S1(=O)=O)CC[Si](C)(C)C)=O (5-(2-benzyloxy-4-iodophenyl)-1,1-dioxo-2-(2-trimethylsilanylethyl)-1,2,5-thiadiazolidin-3-one), ICC1=C(C=CC=C1)CC#N ((2-iodomethylphenyl)-acetonitrile). Yields the product OC=1C=C(CC2=C(C=CC=C2)CC#N)C=CC1N1S(NC(C1)=O)(=O)=O ({2-[3-Hydroxy-4-(1,1,4-trioxo-1,2,5-thiadiazolidin-2-yl)-benzyl]-phenyl}-acetonitrile). As a reaction SMILES: C([O:8][C:9]1[CH:14]=[C:13](I)[CH:12]=[CH:11][C:10]=1[N:16]1[S:20](=[O:22])(=[O:21])[N:19](CC[Si](C)(C)C)[C:18](=[O:29])[CH2:17]1)C1C=CC=CC=1.I[CH2:31][C:32]1[CH:37]=[CH:36][CH:35]=[CH:34][C:33]=1[CH2:38][C:39]#[N:40]>>[OH:8][C:9]1[CH:14]=[C:13]([CH:12]=[CH:11][C:10]=1[N:16]1[CH2:17][C:18](=[O:29])[NH:19][S:20]1(=[O:21])=[O:22])[CH2:31][C:32]1[CH:37]=[CH:36][CH:35]=[CH:34][C:33]=1[CH2:38][C:39]#[N:40]. Procedure: The title compound is prepared from 5-(2-benzyloxy-4-iodophenyl)-1,1-dioxo-2-(2-trimethylsilanylethyl)-1,2,5-thiadiazolidin-3-one and (2-iodomethylphenyl)-acetonitrile analogous to Example 310, steps C, D and E. (M−1)−=356. HPLC retention time=0.93 min (Method A). The reactants are O=C1SC(C(N1)=O)CC1=CC=C(OCC(=O)NC2=C(C=C(C=C2)OC2=CC=C(C=C2)OC2=CC=CC=C2)N(C(OC(C)(C)C)=O)C)C=C1 (t-butyl N-{2-[4-(2,4-dioxothiazolidine-5-ylmethyl)phenoxyacetylamino]-5-(4-phenoxyphenoxy)phenyl}-N-methylcarbamate), Cl.O1CCOCC1 (hydrogen chloride dioxane). Run at time 22 hour. Yields the product Cl.CN1C(=NC2=C1C=C(C=C2)OC2=CC=C(C=C2)OC2=CC=CC=C2)COC2=CC=C(CC1C(NC(S1)=O)=O)C=C2 (5-{4-[1-Methyl-6-(4-phenoxyphenoxy)-1H-benzimidazole-2-ylmethoxy]benzyl}thiazolidine-2,4-dione hydrochloride). RXN SMILES: [O:1]=[C:2]1[NH:6][C:5](=[O:7])[CH:4]([CH2:8][C:9]2[CH:48]=[CH:47][C:12]([O:13][CH2:14][C:15]([NH:17][C:18]3[CH:23]=[CH:22][C:21]([O:24][C:25]4[CH:30]=[CH:29][C:28]([O:31][C:32]5[CH:37]=[CH:36][CH:35]=[CH:34][CH:33]=5)=[CH:27][CH:26]=4)=[CH:20][C:19]=3[N:38](C)[C:39](=O)OC(C)(C)C)=O)=[CH:11][CH:10]=2)[S:3]1.[ClH:49].O1CCOCC1>>[ClH:49].[CH3:39][N:38]1[C:19]2[CH:20]=[C:21]([O:24][C:25]3[CH:30]=[CH:29][C:28]([O:31][C:32]4[CH:37]=[CH:36][CH:35]=[CH:34][CH:33]=4)=[CH:27][CH:26]=3)[CH:22]=[CH:23][C:18]=2[N:17]=[C:15]1[CH2:14][O:13][C:12]1[CH:47]=[CH:48][C:9]([CH2:8][CH:4]2[S:3][C:2](=[O:1])[NH:6][C:5]2=[O:7])=[CH:10][CH:11]=1 |f:1.2,3.4|. Procedure: A mixture of t-butyl N-{2-[4-(2,4-dioxothiazolidine-5-ylmethyl)phenoxyacetylamino]-5-(4-phenoxyphenoxy)phenyl}-N-methylcarbamate (1.99 g) and 4N hydrogen chloride/dioxane (20 ml) was stirred at ambient temperature for 22 hours. The solvent of the reaction mixture was evaporated to dryness. To the residue was added ethyl acetate and insoluble product was collected by filtration and washed with ethyl acetate to give the title compound (1.57 g).